Dataset: the Open Reaction Database (ORD), a public repository of structured organic reaction records. Task: describe an organic reaction: reactants, conditions, products, and yield Starting materials: CN1CCOCC1, CN(C)C=O, O=C(O)c1cc(Cl)ccn1, COC(=O)c1cccc(N)n1. Product: COC(=O)c1cccc(NC(=O)c2cc(Cl)ccn2)n1. As a reaction SMILES: [CH3:22][N:23]1[CH2:24][CH2:25][O:26][CH2:27][CH2:28]1.[CH3:29][N:30]([CH3:31])[CH:32]=[O:33].[Cl:1][c:2]1[cH:3][c:4]([C:8](=[O:9])[OH:10])[n:5][cH:6][cH:7]1.[NH2:11][c:12]1[cH:13][cH:14][cH:15][c:16]([C:18](=[O:19])[O:20][CH3:21])[n:17]1>>[Cl:1][c:2]1[cH:3][c:4]([C:8](=[O:9])[NH:11][c:12]2[cH:13][cH:14][cH:15][c:16]([C:18](=[O:19])[O:20][CH3:21])[n:17]2)[n:5][cH:6][cH:7]1.